The task is: describe an organic reaction: reactants, conditions, products, and yield. This data is from the Open Reaction Database (ORD), a public repository of structured organic reaction records. Reactants: C([O-])([O-])=O.[K+].[K+] (potassium carbonate), [N+](=O)([O-])C1=C(C=CC(=C1)[N+](=O)[O-])F (2,4-dinitrophenylfluoride), CN1N=C(C(=C1O)C(C1=C(C=C(C=C1)Cl)Cl)=O)C (1,3-dimethyl-4-(2,4-dichlorobenzoyl)-5-hydroxypyrazole), C([O-])(O)=O.[Na+] (sodium bicarbonate). Solvent: C(C)C(=O)C (methyl ethyl ketone), C(Cl)Cl (methylene chloride). Run at time 3 hour. Product: CN1N=C(C(=C1OC1=C(C=C(C=C1)[N+](=O)[O-])[N+](=O)[O-])C(C1=C(C=C(C=C1)Cl)Cl)=O)C (1,3-dimethyl-4-(2,4-dichlorobenzoyl)-5-(2,4-dinitrophenoxy) pyrazole). Isolated yield 70.1%. RXN SMILES: C(=O)([O-])[O-].[K+].[K+].[N+:7]([C:10]1[CH:15]=[C:14]([N+:16]([O-:18])=[O:17])[CH:13]=[CH:12][C:11]=1F)([O-:9])=[O:8].C(=O)(O)[O-].[Na+].[CH3:25][N:26]1[C:30]([OH:31])=[C:29]([C:32](=[O:41])[C:33]2[CH:38]=[CH:37][C:36]([Cl:39])=[CH:35][C:34]=2[Cl:40])[C:28]([CH3:42])=[N:27]1>C(C(C)=O)C.C(Cl)Cl>[CH3:25][N:26]1[C:30]([O:31][C:11]2[CH:12]=[CH:13][C:14]([N+:16]([O-:18])=[O:17])=[CH:15][C:10]=2[N+:7]([O-:9])=[O:8])=[C:29]([C:32](=[O:41])[C:33]2[CH:38]=[CH:37][C:36]([Cl:39])=[CH:35][C:34]=2[Cl:40])[C:28]([CH3:42])=[N:27]1 |f:0.1.2,4.5|. Reported procedure: In a four necked flask, 1.43 g of 1,3-dimethyl-4-(2,4-dichlorobenzoyl)-5-hydroxypyrazole was dissolved in 15 ml of methyl ethyl ketone and 1.38 g of anhydrous potassium carbonate was added to the solution and 0.93 g of 2,4-dinitrophenylfluoride was added dropwise to the mixture under stirring. After the addition, the reaction was carried out for 3 hours under refluxing. The reaction mixture was filtered and methyl ethyl ketone was distilled off to obtain the precipitate of the reaction product. ... Starting materials: CCOC(=O)c1cc2ccnc(N(Cc3ccccc3)Cc3ccccc3)c2[nH]1, CCO, Cl, [Na+], C1CCOC1, [OH-]. Yields the product O=C(O)c1cc2ccnc(N(Cc3ccccc3)Cc3ccccc3)c2[nH]1. As a reaction SMILES: [CH2:1]([c:2]1[cH:3][cH:4][cH:5][cH:6][cH:7]1)[N:8]([c:9]1[n:10][cH:11][cH:12][c:13]2[c:14]1[nH:15][c:16]([C:18](=[O:19])[O:20][CH2:21][CH3:22])[cH:17]2)[CH2:23][c:24]1[cH:25][cH:26][cH:27][cH:28][cH:29]1.[CH3:38][CH2:39][OH:40].[ClH:37].[Na+:31].[O:32]1[CH2:33][CH2:34][CH2:35][CH2:36]1.[OH-:30]>>[CH2:1]([c:2]1[cH:3][cH:4][cH:5][cH:6][cH:7]1)[N:8]([c:9]1[n:10][cH:11][cH:12][c:13]2[c:14]1[nH:15][c:16]([C:18](=[O:19])[OH:20])[cH:17]2)[CH2:23][c:24]1[cH:25][cH:26][cH:27][cH:28][cH:29]1.